From a dataset of the Open Reaction Database (ORD), a public repository of structured organic reaction records. describe an organic reaction: reactants, conditions, products, and yield Reactants: ClC1=C(CS(=O)(=O)C=2C=C3CC(NC3=CC2)=O)C=CC=C1Cl (5-[(2,3-Dichlorobenzyl)sulfonyl]-1,3-dihydro-indol-2-one), C(=O)C1=C(C(=C(N1)C)C(=O)O)C (5-formyl-2,4-dimethyl-1H-pyrrole-3-carboxylic acid). The product is ClC1=C(C=CC=C1Cl)CS(=O)(=O)C=1C=C2/C(/C(NC2=CC1)=O)=C/C1=C(C(=C(N1)C)C(=O)O)C (5-[5-(2,3-Dichloro-phenylmethanesulfonyl)-2-oxo-1,2-dihydro-indol-(3Z)-ylidenemethyl]-2,4-dimethyl-1H-pyrrole-3-carboxylic acid). RXN SMILES: [Cl:1][C:2]1[C:21]([Cl:22])=[CH:20][CH:19]=[CH:18][C:3]=1[CH2:4][S:5]([C:8]1[CH:9]=[C:10]2[C:14](=[CH:15][CH:16]=1)[NH:13][C:12](=[O:17])[CH2:11]2)(=[O:7])=[O:6].[CH:23]([C:25]1[NH:29][C:28]([CH3:30])=[C:27]([C:31]([OH:33])=[O:32])[C:26]=1[CH3:34])=O>>[Cl:1][C:2]1[C:21]([Cl:22])=[CH:20][CH:19]=[CH:18][C:3]=1[CH2:4][S:5]([C:8]1[CH:9]=[C:10]2[C:14](=[CH:15][CH:16]=1)[NH:13][C:12](=[O:17])/[C:11]/2=[CH:23]\[C:25]1[NH:29][C:28]([CH3:30])=[C:27]([C:31]([OH:33])=[O:32])[C:26]=1[CH3:34])(=[O:6])=[O:7]. Procedure details: 5-[(2,3-Dichlorobenzyl)sulfonyl]-1,3-dihydro-indol-2-one (315 mg, 1 mmol) was condensed with 5-formyl-2,4-dimethyl-1H-pyrrole-3-carboxylic acid (170 mg, 1 mmol) to give the titled compound as a solid. Reactants: O[C@@H]1[C@H](NC=2C=3N(C=CC2C1=O)C(=C(N3)C)C)C3=CC=CC=C3 ((8R,9R)-8-hydroxy-2,3-dimethyl-7-oxo-9-phenyl-7,8,9,10-tetrahydroimidazo[1,2-h][1,7]naphthyridine), [Mn](=O)(=O)(=O)[O-].[K+] (potassium permanganate). RXN SMILES: [OH:1][C@H:2]1[C:11](=[O:12])[C:10]2[CH:9]=[CH:8][N:7]3[C:13]([CH3:17])=[C:14]([CH3:16])[N:15]=[C:6]3[C:5]=2[NH:4][C@@H:3]1[C:18]1[CH:23]=[CH:22][CH:21]=[CH:20][CH:19]=1.[Mn]([O-])(=O)(=O)=[O:25].[K+]>C(Cl)(Cl)Cl>[CH:17]([C:13]1[N:7]2[CH:8]=[CH:9][C:10]3[C:11](=[O:12])[C@H:2]([OH:1])[C@@H:3]([C:18]4[CH:19]=[CH:20][CH:21]=[CH:22][CH:23]=4)[NH:4][C:5]=3[C:6]2=[N:15][C:14]=1[CH3:16])=[O:25] |f:1.2|. Procedure: (8R,9R)-8-hydroxy-2,3-dimethyl-7-oxo-9-phenyl-7,8,9,10-tetrahydroimidazo[1,2-h][1,7]naphthyridine (1 g) is dissolved in 20 ml of dried chloroform, and 5 g of potassium permanganate was added. After stirring the reaction mixture at room temperature for 40 days, the solids are filtered off. The filtrate is chromatographed twice on silica gel (eluents: dichloromethane/methanol 13/1) to give 0.07 g of the title compound as a semisolid. Product: C(=O)C1=C(N=C2N1C=CC=1C([C@@H]([C@H](NC21)C2=CC=CC=C2)O)=O)C ((8R,9R)-3-Formyl-8-hydroxy-2-methyl-7-oxo-9-phenyl-7,8,9,10tetrahydroimidazo[1,2-h][1,7]naphthyridine). Reaction conditions: time 40 day. Isolated yield 6.7%. The solvent is C(Cl)(Cl)Cl (chloroform). Starting materials: COC(=O)C(CO)NC(=O)c1ccc(CNC(=O)OC(C)(C)C)cc1, C1CCOC1. The product is COC(=O)C1COC(c2ccc(CNC(=O)OC(C)(C)C)cc2)=N1. As a reaction SMILES: [C:1](=[O:2])([O:3][C:4]([CH3:5])([CH3:6])[CH3:7])[NH:8][CH2:9][c:10]1[cH:11][cH:12][c:13]([C:14](=[O:15])[NH:16][CH:17]([C:18](=[O:19])[O:20][CH3:21])[CH2:22][OH:23])[cH:24][cH:25]1.[CH2:26]1[O:27][CH2:28][CH2:29][CH2:30]1>>[C:1](=[O:2])([O:3][C:4]([CH3:5])([CH3:6])[CH3:7])[NH:8][CH2:9][c:10]1[cH:11][cH:12][c:13]([C:14]2=[N:16][CH:17]([C:18](=[O:19])[O:20][CH3:21])[CH2:22][O:15]2)[cH:24][cH:25]1. Reactants: O=C([O-])[O-], Cc1nc2ccccc2[nH]1, Cn1c(CN2CCC(C3COC3)CC2)nc2c(N3CCOCC3)nc(Cl)nc21, [Cs+], [Cs+], CN(C)C=O, O=C(C=Cc1ccccc1)C=Cc1ccccc1, O=C(C=Cc1ccccc1)C=Cc1ccccc1, O=C(C=Cc1ccccc1)C=Cc1ccccc1, [Pd], [Pd]. Product: Cc1nc2ccccc2n1-c1nc(N2CCOCC2)c2nc(CN3CCC(C4COC4)CC3)n(C)c2n1. As a reaction SMILES: [C:39](=[O:40])([O-:41])[O-:42].[CH3:29][c:30]1[n:31][c:32]2[c:33]([nH:34]1)[cH:35][cH:36][cH:37][cH:38]2.[Cl:1][c:2]1[n:3][c:4]([N:23]2[CH2:24][CH2:25][O:26][CH2:27][CH2:28]2)[c:5]2[n:6][c:7]([CH2:12][N:13]3[CH2:14][CH2:15][CH:16]([CH:19]4[CH2:20][O:21][CH2:22]4)[CH2:17][CH2:18]3)[n:8]([CH3:11])[c:9]2[n:10]1.[Cs+:43].[Cs+:44].[O:45]=[CH:46][N:47]([CH3:48])[CH3:49].[O:52]=[C:53]([CH:54]=[CH:55][c:56]1[cH:57][cH:58][cH:59][cH:60][cH:61]1)[CH:62]=[CH:63][c:64]1[cH:65][cH:66][cH:67][cH:68][cH:69]1.[O:70]=[C:71]([CH:72]=[CH:73][c:74]1[cH:75][cH:76][cH:77][cH:78][cH:79]1)[CH:80]=[CH:81][c:82]1[cH:83][cH:84][cH:85][cH:86][cH:87]1.[O:88]=[C:89]([CH:90]=[CH:91][c:92]1[cH:93][cH:94][cH:95][cH:96][cH:97]1)[CH:98]=[CH:99][c:100]1[cH:101][cH:102][cH:103][cH:104][cH:105]1.[Pd:50].[Pd:51]>>[c:2]1(-[n:31]2[c:30]([CH3:29])[n:34][c:33]3[c:32]2[cH:38][cH:37][cH:36][cH:35]3)[n:3][c:4]([N:23]2[CH2:24][CH2:25][O:26][CH2:27][CH2:28]2)[c:5]2[n:6][c:7]([CH2:12][N:13]3[CH2:14][CH2:15][CH:16]([CH:19]4[CH2:20][O:21][CH2:22]4)[CH2:17][CH2:18]3)[n:8]([CH3:11])[c:9]2[n:10]1. Reactants: O=C1CCC(=O)N1Br, O=C(OOC(=O)c1ccccc1)c1ccccc1, ClC(Cl)(Cl)Cl, COC(=O)C(=COC(F)F)c1ccccc1C. The product is COC(=O)C(=COC(F)F)c1ccccc1CBr. RXN SMILES: [Br:36][N:37]1[C:38](=[O:39])[CH2:40][CH2:41][C:42]1=[O:43].[C:18]([O:19][O:20][C:21](=[O:22])[c:23]1[cH:24][cH:25][cH:26][cH:27][cH:28]1)(=[O:29])[c:30]1[cH:31][cH:32][cH:33][cH:34][cH:35]1.[C:44]([Cl:45])([Cl:46])([Cl:47])[Cl:48].[CH3:1][O:2][C:3]([C:4](=[CH:5][O:6][CH:7]([F:8])[F:9])[c:10]1[c:11]([CH3:16])[cH:12][cH:13][cH:14][cH:15]1)=[O:17]>>[CH3:1][O:2][C:3]([C:4](=[CH:5][O:6][CH:7]([F:8])[F:9])[c:10]1[c:11]([CH2:16][Br:36])[cH:12][cH:13][cH:14][cH:15]1)=[O:17]. Starting materials: [N+](=O)([O-])C=1C=C(C=CC1)/C(/C(=O)OCC)=N/OCC(=O)OC(C)(C)C (ethyl (Z)-3-nitro-alpha-tert-butoxycarbonylmethoxyiminophenylacetate). The reagents and catalysts are [Pt](=O)=O (platinum dioxide). The solvent is C(C)O (ethanol). Run at temperature 20 celsius, time 40 minute. Yields the product NC=1C=C(C=CC1)/C(/C(=O)OCC)=N/OCC(=O)OC(C)(C)C (ethyl (Z)-3-amino-alpha-tert-butoxycarbonylmethoxyiminophenylacetate). Isolated yield 96.3%. RXN SMILES: [N+:1]([C:4]1[CH:5]=[C:6](/[C:10](=[N:16]/[O:17][CH2:18][C:19]([O:21][C:22]([CH3:25])([CH3:24])[CH3:23])=[O:20])/[C:11]([O:13][CH2:14][CH3:15])=[O:12])[CH:7]=[CH:8][CH:9]=1)([O-])=O>C(O)C.[Pt](=O)=O>[NH2:1][C:4]1[CH:5]=[C:6](/[C:10](=[N:16]/[O:17][CH2:18][C:19]([O:21][C:22]([CH3:23])([CH3:25])[CH3:24])=[O:20])/[C:11]([O:13][CH2:14][CH3:15])=[O:12])[CH:7]=[CH:8][CH:9]=1. Procedure details: Ethyl (Z)-3-amino-alpha-tert-butoxycarbonylmethoxyiminophenylacetate can be obtained in the following manner: 0.15 g of platinum dioxide is added to a solution of 2.61 g of ethyl (Z)-3-nitro-alpha-tert-butoxycarbonylmethoxyiminophenylacetate in 70 cm3 of ethanol. The suspension is stirred for 40 minutes at a temperature near to 20° C. under a hydrogen atmosphere (128 kPa). The catalyst is separated by filtration and the filtrate is concentrated to dryness under reduced pressure (2.7 kPa) to give...